This data is from the Open Reaction Database (ORD), a public repository of structured organic reaction records. The task is: describe an organic reaction: reactants, conditions, products, and yield Reactants: CCc1nc(-c2ccc(C(F)(F)F)cc2)oc1CO, CCCCP(CCCC)CCCC, COC(=O)CCc1ccc(O)cc1C, Cc1ccccc1, CCCCCC, O=C(N=NC(=O)N1CCCCC1)N1CCCCC1. The product is CCc1nc(-c2ccc(C(F)(F)F)cc2)oc1COc1ccc(CCC(=O)OC)c(C)c1. Reaction SMILES: [CH2:1]([CH3:2])[c:3]1[n:4][c:5](-[c:10]2[cH:11][cH:12][c:13]([C:16]([F:17])([F:18])[F:19])[cH:14][cH:15]2)[o:6][c:7]1[CH2:8][OH:9].[CH2:34]([P:35]([CH2:36][CH2:37][CH2:38][CH3:39])[CH2:40][CH2:41][CH2:42][CH3:43])[CH2:44][CH2:45][CH3:46].[CH3:20][O:21][C:22]([CH2:23][CH2:24][c:25]1[c:26]([CH3:32])[cH:27][c:28]([OH:31])[cH:29][cH:30]1)=[O:33].[CH3:65][c:66]1[cH:67][cH:68][cH:69][cH:70][cH:71]1.[CH3:72][CH2:73][CH2:74][CH2:75][CH2:76][CH3:77].[N:47]([C:48]([N:49]1[CH2:50][CH2:51][CH2:52][CH2:53][CH2:54]1)=[O:55])=[N:56][C:57]([N:58]1[CH2:59][CH2:60][CH2:61][CH2:62][CH2:63]1)=[O:64]>>[CH2:1]([CH3:2])[c:3]1[n:4][c:5](-[c:10]2[cH:11][cH:12][c:13]([C:16]([F:17])([F:18])[F:19])[cH:14][cH:15]2)[o:6][c:7]1[CH2:8][O:9][c:28]1[cH:27][c:26]([CH3:32])[c:25]([CH2:24][CH2:23][C:22]([O:21][CH3:20])=[O:33])[cH:30][cH:29]1. Starting materials: N1=C2C(=CC=C1)CC1=C(O2)C=CC(=C1)C(C(=O)O)C (2-(5H-[1]benzopyrano[2,3-b]pyridin-7-yl)propionic acid), CN(CCO)C (2-dimethylaminoethanol), C1(=CC=C(C=C1)S(=O)(=O)Cl)C (p-tolylsulfonyl chloride). Solvent: N1=CC=CC=C1 (pyridine), N1=CC=CC=C1 (pyridine). Yields the product Cl.N1=C2C(=CC=C1)CC1=C(O2)C=CC(=C1)C(C(=O)OCCN(C)C)C (2-dimethylaminoethyl 2-(5H-[1]benzopyrano[2,3-b]pyridin-7-yl)propionate hydrochloride). Reaction SMILES: [N:1]1[CH:6]=[CH:5][CH:4]=[C:3]2[CH2:7][C:8]3[CH:14]=[C:13]([CH:15]([CH3:19])[C:16]([OH:18])=[O:17])[CH:12]=[CH:11][C:9]=3[O:10][C:2]=12.[CH3:20][N:21]([CH3:25])[CH2:22][CH2:23]O.C1(C)C=CC(S([Cl:35])(=O)=O)=CC=1>N1C=CC=CC=1>[ClH:35].[N:1]1[CH:6]=[CH:5][CH:4]=[C:3]2[CH2:7][C:8]3[CH:14]=[C:13]([CH:15]([CH3:19])[C:16]([O:18][CH2:23][CH2:22][N:21]([CH3:25])[CH3:20])=[O:17])[CH:12]=[CH:11][C:9]=3[O:10][C:2]=12 |f:4.5|. Procedure: 5.1 G of 2-(5H-[1]benzopyrano[2,3-b]pyridin-7-yl)propionic acid and 1.96 g of 2-dimethylaminoethanol are dissolved in 30 ml of pyridine. 4.2 g of p-tolylsulfonyl chloride is added in small portions to the pyridine solution with stirring at room temperature, and the mixture is stirred at 80°-90°C for 2 hours. The pyridine is distilled off under reduced pressure, and the residue is dissolved in chloroform. After addition of ice water, the solution is adjusted to pH 9 by addition of 15% sodium hydr... Reactants: COC(CCCCCCCN1C(N(C(=C1C1=CC=CC=C1)C1=CC=CC=C1)C)=O)=O (8-(4.5-diphenyl-3-methyl-2-oxo-4-imidazolin-1-yl) caprylic acid methyl ester), [OH-].[Na+] (NaOH). The solvent is CO (methanol). Product: C1(=CC=CC=C1)C=1N(C(N(C1C1=CC=CC=C1)CCCCCCCC(=O)O)=O)C (8-(4.5-Diphenyl-3-methyl-2-oxo-4-imidazolin-1-yl) caprylic acid). As a reaction SMILES: C[O:2][C:3](=[O:30])[CH2:4][CH2:5][CH2:6][CH2:7][CH2:8][CH2:9][CH2:10][N:11]1[C:15]([C:16]2[CH:21]=[CH:20][CH:19]=[CH:18][CH:17]=2)=[C:14]([C:22]2[CH:27]=[CH:26][CH:25]=[CH:24][CH:23]=2)[N:13]([CH3:28])[C:12]1=[O:29].[OH-].[Na+]>CO>[C:22]1([C:14]2[N:13]([CH3:28])[C:12](=[O:29])[N:11]([CH2:10][CH2:9][CH2:8][CH2:7][CH2:6][CH2:5][CH2:4][C:3]([OH:30])=[O:2])[C:15]=2[C:16]2[CH:21]=[CH:20][CH:19]=[CH:18][CH:17]=2)[CH:23]=[CH:24][CH:25]=[CH:26][CH:27]=1 |f:1.2|. Reported procedure: The product is produced as described in example 18 from 17.5 g of 8-(4.5-diphenyl-3-methyl-2-oxo-4-imidazolin-1-yl) caprylic acid methyl ester and 2.1 g of NaOH in 100 cc. of methanol. Further purification by chromatography on silicic acid gel using chloroform as eluant. Reactants: [N+](=O)([O-])C1=CC=C(C=C1)C1=C(C=CC=C1)S(=O)(=O)C1=C(C=CC=C1)C1=CC=C(C=C1)[N+](=O)[O-] (4-nitrophenylphenyl sulfone), [N+](=O)([O-])C1=CC=CC=C1 (nitrobenzene), C1(=CC=CC=C1)[S-].[Na+] (sodium thiophenolate). The solvent is O (water). The product is [N+](=O)([O-])C1=CC=C(C=C1)C1=C(C=CC=C1)SC1=C(C=CC=C1)C1=CC=C(C=C1)[N+](=O)[O-] (4-Nitrophenylphenyl Sulfide). As a reaction SMILES: [N+:1]([C:4]1[CH:9]=[CH:8][C:7]([C:10]2[CH:15]=[CH:14][CH:13]=[CH:12][C:11]=2[S:16]([C:19]2[CH:24]=[CH:23][CH:22]=[CH:21][C:20]=2[C:25]2[CH:30]=[CH:29][C:28]([N+:31]([O-:33])=[O:32])=[CH:27][CH:26]=2)(=O)=O)=[CH:6][CH:5]=1)([O-:3])=[O:2].[N+](C1C=CC=CC=1)([O-])=O.C1([S-])C=CC=CC=1.[Na+]>O>[N+:31]([C:28]1[CH:27]=[CH:26][C:25]([C:20]2[CH:21]=[CH:22][CH:23]=[CH:24][C:19]=2[S:16][C:11]2[CH:12]=[CH:13][CH:14]=[CH:15][C:10]=2[C:7]2[CH:6]=[CH:5][C:4]([N+:1]([O-:3])=[O:2])=[CH:9][CH:8]=2)=[CH:30][CH:29]=1)([O-:33])=[O:32] |f:2.3|. Procedure details: An amount of 21.4 g (0.08 mole) of the thus obtained 4-nitrophenylphenyl sulfone was dissolved in a two phase solvent composed of a mixture of 80 g of nitrobenzene and 80 g of water, and was reacted with sodium thiophenolate in the same manner as in Example 1.